From a dataset of the Open Reaction Database (ORD), a public repository of structured organic reaction records. describe an organic reaction: reactants, conditions, products, and yield Starting materials: CCOC(=O)CC(=O)OCC, O=C([O-])[O-], CS(C)=O, Clc1cnc(Cl)c(Cl)c1, [Cs+], [Cs+], O. Product: CCOC(=O)C(C(=O)OCC)c1ncc(Cl)cc1Cl. Reaction SMILES: [C:10]([CH2:11][C:12](=[O:13])[O:14][CH2:15][CH3:16])(=[O:17])[O:18][CH2:19][CH3:20].[C:25](=[O:26])([O-:27])[O-:28].[CH3:21][S:22](=[O:23])[CH3:24].[Cl:1][c:2]1[n:3][cH:4][c:5]([Cl:9])[cH:6][c:7]1[Cl:8].[Cs+:29].[Cs+:30].[OH2:31]>>[c:2]1([CH:11]([C:10](=[O:17])[O:18][CH2:19][CH3:20])[C:12](=[O:13])[O:14][CH2:15][CH3:16])[n:3][cH:4][c:5]([Cl:9])[cH:6][c:7]1[Cl:8]. As a reaction SMILES: C1(=O)N([O:6][C:7]([CH2:9][CH2:10][C:11]2[C:16](=[O:17])[N:15]([C:18]3[CH:23]=[CH:22][CH:21]=[C:20]([NH:24][C:25]([NH:27][C:28]4[CH:33]=[CH:32][CH:31]=[CH:30][C:29]=4[O:34][CH3:35])=[O:26])[CH:19]=3)[C:14]3[N:36]=[CH:37][CH:38]=[CH:39][C:13]=3[N:12]=2)=O)C(=O)CC1.Cl.[CH3:43][NH:44][CH3:45]>O1CCOCC1.O.C(N(CC)CC)C.C(OCC)(=O)C>[CH3:43][N:44]([CH3:45])[C:7]([CH2:9][CH2:10][C:11]1[C:16](=[O:17])[N:15]([C:18]2[CH:23]=[CH:22][CH:21]=[C:20]([NH:24][C:25]([NH:27][C:28]3[CH:33]=[CH:32][CH:31]=[CH:30][C:29]=3[O:34][CH3:35])=[O:26])[CH:19]=2)[C:14]2[N:36]=[CH:37][CH:38]=[CH:39][C:13]=2[N:12]=1)=[O:6] |f:1.2|. Solvent: O1CCOCC1 (dioxane), O (water), C(C)N(CC)CC (triethylamine), C(C)(=O)OCC (ethyl acetate). Reactants: C1(CCC(N1OC(=O)CCC1=NC2=C(N(C1=O)C1=CC(=CC=C1)NC(=O)NC1=C(C=CC=C1)OC)N=CC=C2)=O)=O (2-[2-succinimidooxycarbonylethyl]-4-[3-[3-(2-methoxyphenyl)ureido]phenyl]-3-oxo-3,4-dihydropyrido[2,3-b]pyrazine), Cl.CNC (dimethylamine hydrochloride). Procedure details: To a solution of 2-[2-succinimidooxycarbonylethyl]-4-[3-[3-(2-methoxyphenyl)ureido]phenyl]-3-oxo-3,4-dihydropyrido[2,3-b]pyrazine (0.28 g) in dioxane was added a solution of dimethylamine hydrochloride (81 mg) in water and triethylamine (101 mg). The mixture was stirred for 18 hours, diluted with ethyl acetate, washed with water. After removal of the solvents, crude residue was crystallized from ethanol to give 2-[2-(N,N-dimethylcarbamoyl)ethyl]-3-oxo-4-[3-[3-(2-methoxyphenyl)-ureido]phenyl]-3,4... Conditions: time 18 hour. Product: CN(C(=O)CCC1=NC2=C(N(C1=O)C1=CC(=CC=C1)NC(=O)NC1=C(C=CC=C1)OC)N=CC=C2)C (2-[2-(N,N-dimethylcarbamoyl)ethyl]-3-oxo-4-[3-[3-(2-methoxyphenyl)-ureido]phenyl]-3,4-dihydropyrido[2,3-b]pyrazine). The reactants are CCOC(=O)CBr, CCOC(=O)CC1CCC(C)=CC1=O, C1CCOC1, CC(C)[N-]C(C)C, [Li+], O=C1C=C(c2ccccc2)CCC1. Product: CCOC(=O)CC1CCC(c2ccccc2)=CC1=O. As a reaction SMILES: [Br:22][CH2:23][C:24](=[O:25])[O:26][CH2:27][CH3:28].[C:29]([CH2:30][CH:31]1[C:32](=[O:33])[CH:34]=[C:35]([CH3:36])[CH2:37][CH2:38]1)([O:39][CH2:40][CH3:41])=[O:42].[CH2:43]1[O:44][CH2:45][CH2:46][CH2:47]1.[CH:14]([N-:15][CH:16]([CH3:17])[CH3:18])([CH3:19])[CH3:20].[Li+:21].[c:1]1([C:7]2=[CH:8][C:9](=[O:13])[CH2:10][CH2:11][CH2:12]2)[cH:2][cH:3][cH:4][cH:5][cH:6]1>>[c:1]1([C:7]2=[CH:8][C:9](=[O:13])[CH:10]([CH2:23][C:24](=[O:25])[O:26][CH2:27][CH3:28])[CH2:11][CH2:12]2)[cH:2][cH:3][cH:4][cH:5][cH:6]1. Reactants: NC1CCN(CC1)C(=O)OCC (ethyl 4-amino-1-piperidinecarboxylate), CS(=O)(=O)C=1SC2=C(C=NC=C2)N1 (2-(methylsulfonyl)thiazolo[4,5-c]pyridine). Solvent: ClC(Cl)Cl (trichloromethane). Conditions: time 1 hour. Product: S1C(=NC=2C=NC=CC21)NC2CCN(CC2)C(=O)OCC (ethyl 4-[(thiazolo[4,5-c]-pyridin-2-yl)amino]-1-piperidinecarboxylate). Yield: 76.0%. RXN SMILES: [NH2:1][CH:2]1[CH2:7][CH2:6][N:5]([C:8]([O:10][CH2:11][CH3:12])=[O:9])[CH2:4][CH2:3]1.CS([C:17]1[S:18][C:19]2[CH:24]=[CH:23][N:22]=[CH:21][C:20]=2[N:25]=1)(=O)=O>ClC(Cl)Cl>[S:18]1[C:19]2[CH:24]=[CH:23][N:22]=[CH:21][C:20]=2[N:25]=[C:17]1[NH:1][CH:2]1[CH2:3][CH2:4][N:5]([C:8]([O:10][CH2:11][CH3:12])=[O:9])[CH2:6][CH2:7]1. Reported procedure: A mixture of 8.5 parts of ethyl 4-amino-1-piperidinecarboxylate and 2.6 parts of 2-(methylsulfonyl)thiazolo[4,5-c]pyridine was molten together for 1 hour at 120° C. After cooling, the mixture was taken up in trichloromethane. The whole was washed with water and sodium hydroxide, dried, filtered and evaporated. The residue was purified by column chromatography over silica gel using a mixture of trichloromethane and methanol (99:1 by volume) as eluent. The pure fractions were collected and the elu... Reactants: CCOC(C)=O, CC(=O)O, [H][H], NNCC1(O)c2ccccc2CCc2ccccc21, O=[Pt]=O. Product: NCC1(O)c2ccccc2CCc2ccccc21. RXN SMILES: [CH3:20][CH2:21][O:22][C:23](=[O:24])[CH3:25].[CH3:31][C:32](=[O:33])[OH:34].[H:26][H:27].[NH:1]([NH2:2])[CH2:3][C:4]1([OH:19])[c:5]2[c:6]([cH:15][cH:16][cH:17][cH:18]2)[CH2:7][CH2:8][c:9]2[c:10]1[cH:11][cH:12][cH:13][cH:14]2.[Pt:28](=[O:29])=[O:30]>>[NH2:1][CH2:3][C:4]1([OH:19])[c:5]2[c:6]([cH:15][cH:16][cH:17][cH:18]2)[CH2:7][CH2:8][c:9]2[c:10]1[cH:11][cH:12][cH:13][cH:14]2.